The task is: describe an organic reaction: reactants, conditions, products, and yield. This data is from the Open Reaction Database (ORD), a public repository of structured organic reaction records. Starting materials: CCOC(=O)CNCCCCc1ccccc1, CCO, CC(=O)O, O=C[O-], [NH4+]. Yields the product CCCNCC(=O)OCC. Reaction SMILES: [CH2:5]([c:6]1[cH:7][cH:8][cH:9][cH:10][cH:11]1)[CH2:12][CH2:13][CH2:14][NH:15][CH2:16][C:17](=[O:18])[O:19][CH2:20][CH3:21].[CH3:22][CH2:23][OH:24].[CH3:25][C:26](=[O:27])[OH:28].[CH:1]([O-:2])=[O:3].[NH4+:4]>>[CH3:12][CH2:13][CH2:14][NH:15][CH2:16][C:17](=[O:18])[O:19][CH2:20][CH3:21]. Starting materials: NC=1C=C2C=CN(C2=CC1)C1=CC=C(C=C1)N1CCOCC1 (5-amino-1-(4-morpholinophenyl)indole), CN(C1=CC=C(C(=O)[O-])C=C1)C (4-dimethylaminobenzoate). The product is CN(C1=CC=C(C(=O)NC=2C=C3C=CN(C3=CC2)C2=CC=C(C=C2)N2CCOCC2)C=C1)C (4-(dimethylamino)-N-(1-(4-morpholinophenyl)-1H-indol-5-yl)benzamide). As a reaction SMILES: [NH2:1][C:2]1[CH:3]=[C:4]2[C:8](=[CH:9][CH:10]=1)[N:7]([C:11]1[CH:16]=[CH:15][C:14]([N:17]3[CH2:22][CH2:21][O:20][CH2:19][CH2:18]3)=[CH:13][CH:12]=1)[CH:6]=[CH:5]2.[CH3:23][N:24]([CH3:34])[C:25]1[CH:33]=[CH:32][C:28]([C:29]([O-])=[O:30])=[CH:27][CH:26]=1>>[CH3:23][N:24]([CH3:34])[C:25]1[CH:33]=[CH:32][C:28]([C:29]([NH:1][C:2]2[CH:3]=[C:4]3[C:8](=[CH:9][CH:10]=2)[N:7]([C:11]2[CH:12]=[CH:13][C:14]([N:17]4[CH2:22][CH2:21][O:20][CH2:19][CH2:18]4)=[CH:15][CH:16]=2)[CH:6]=[CH:5]3)=[O:30])=[CH:27][CH:26]=1. Procedure: Compound 376 was prepared according to the procedure described in Scheme IV from 5-amino-1-(4-morpholinophenyl)indole and 4-dimethylaminobenzoate. [M+H]+ calcd for C27H28N4O2: 441.22; found: 441.02. The reactants are ClC1=NC(=NC(=N1)NCCCCCCCCCCCCC1CC(N(C(C1)(C)C)OC1CCCCC1)(C)C)NCCCCCCCCCCCCC1CC(N(C(C1)(C)C)OC1CCCCC1)(C)C (2-chloro-4,6-bis[N-(1-cyclohexyloxy-2,2,6,6-tetramethylpiperidin-4-yl)dodecylamino]-1,3,5-triazine), C(O)CN (ethanolamine). Product: OCCNC1=NC(=NC(=N1)NCCCCCCCCCCCCC1CC(N(C(C1)(C)C)OC1CCCCC1)(C)C)NCCCCCCCCCCCCC1CC(N(C(C1)(C)C)OC1CCCCC1)(C)C (2-[(2-Hydroxyethyl)amino]-4,6-bis[N-(1-cyclohexyloxy-2,2,6,6-tetramethylpiperidin-4-yl)dodecylamino]-1,3,5-triazine). RXN SMILES: Cl[C:2]1[N:7]=[C:6]([NH:8][CH2:9][CH2:10][CH2:11][CH2:12][CH2:13][CH2:14][CH2:15][CH2:16][CH2:17][CH2:18][CH2:19][CH2:20][CH:21]2[CH2:26][C:25]([CH3:28])([CH3:27])[N:24]([O:29][CH:30]3[CH2:35][CH2:34][CH2:33][CH2:32][CH2:31]3)[C:23]([CH3:37])([CH3:36])[CH2:22]2)[N:5]=[C:4]([NH:38][CH2:39][CH2:40][CH2:41][CH2:42][CH2:43][CH2:44][CH2:45][CH2:46][CH2:47][CH2:48][CH2:49][CH2:50][CH:51]2[CH2:56][C:55]([CH3:58])([CH3:57])[N:54]([O:59][CH:60]3[CH2:65][CH2:64][CH2:63][CH2:62][CH2:61]3)[C:53]([CH3:67])([CH3:66])[CH2:52]2)[N:3]=1.[CH2:68]([CH2:70][NH2:71])[OH:69]>>[OH:69][CH2:68][CH2:70][NH:71][C:2]1[N:7]=[C:6]([NH:8][CH2:9][CH2:10][CH2:11][CH2:12][CH2:13][CH2:14][CH2:15][CH2:16][CH2:17][CH2:18][CH2:19][CH2:20][CH:21]2[CH2:26][C:25]([CH3:28])([CH3:27])[N:24]([O:29][CH:30]3[CH2:31][CH2:32][CH2:33][CH2:34][CH2:35]3)[C:23]([CH3:37])([CH3:36])[CH2:22]2)[N:5]=[C:4]([NH:38][CH2:39][CH2:40][CH2:41][CH2:42][CH2:43][CH2:44][CH2:45][CH2:46][CH2:47][CH2:48][CH2:49][CH2:50][CH:51]2[CH2:56][C:55]([CH3:57])([CH3:58])[N:54]([O:59][CH:60]3[CH2:61][CH2:62][CH2:63][CH2:64][CH2:65]3)[C:53]([CH3:67])([CH3:66])[CH2:52]2)[N:3]=1. Procedure details: The title compound is prepared from the reaction of 2-chloro-4,6-bis[N-(1-cyclohexyloxy-2,2,6,6-tetramethylpiperidin-4-yl)dodecylamino]-1,3,5-triazine with ethanolamine according to the procedure of Example 1. Reactants: C[Si](C)(C)Br (trimethylsilyl bromide), COP([O-])(=O)C1=CC(=CC=C1)[N+](=O)[O-] (monomethyl(3-nitrophenyl)phosphonate), dimethyl ester. Solvent: CN(C)C=O (DMF). Run at temperature 60 celsius, time 2 hour. The product is crude product, NC=1C=C(C=CC1)P(O)(O)=O ((3-aminophenyl)phosphonic acid). As a reaction SMILES: C[Si](Br)(C)C.C[O:7][P:8]([C:11]1[CH:16]=[CH:15][CH:14]=[C:13]([N+:17]([O-])=O)[CH:12]=1)(=[O:10])[O-:9]>CN(C=O)C>[NH2:17][C:13]1[CH:12]=[C:11]([P:8](=[O:7])([OH:10])[OH:9])[CH:16]=[CH:15][CH:14]=1. Procedure details: 4 mL of DMF and trimethylsilyl bromide (1 mL) were added to the mixture (170 mg) of monomethyl(3-nitrophenyl)phosphonate and dimethyl ester, and stirred at 60° C. for 2 hours. After removing a solvent, the mixture was dissolved in a mixed solvent of water and methanol. Pd/C in catalyst quantity was added thereto and stirred under hydrogen atmosphere overnight. After filtering out the catalyst, a solvent was removed to obtain a crude product of (3-aminophenyl)phosphonic acid. Procedure: In a similar manner to Example 1, 5-[3,5-bis(trifluoromethyl)benzyl]-9-chloro-7-(2-methylphenyl)-6-oxo-2,3,4,5-tetrahydro-6H-pyrido[2,3-b][1,5]oxazocine (47.6 mg) was reacted with 4-(dimethylamino)piperidine (28.8 mg) to obtain 5-[3,5-bis(trifluoromethyl)benzyl]-9-[4-(dimethylamino)piperidine-1-yl]-7-(2-methylphenyl)-6-oxo-2,3,4,5-tetrahydro-6H-pyrido[2,3-b][1,5]oxazocine (23.1 mg, 41%). Isolated yield 41.4%. The product is FC(C=1C=C(CN2C(C3=C(OCCC2)N=C(C=C3C3=C(C=CC=C3)C)N3CCC(CC3)N(C)C)=O)C=C(C1)C(F)(F)F)(F)F (5-[3,5-bis(trifluoromethyl)benzyl]-9-[4-(dimethylamino)piperidine-1-yl]-7-(2-methylphenyl)-6-oxo-2,3,4,5-tetrahydro-6H-pyrido[2,3-b][1,5]oxazocine). As a reaction SMILES: [F:1][C:2]([F:36])([F:35])[C:3]1[CH:4]=[C:5]([CH:28]=[C:29]([C:31]([F:34])([F:33])[F:32])[CH:30]=1)[CH2:6][N:7]1[CH2:14][CH2:13][CH2:12][O:11][C:10]2[N:15]=[C:16](Cl)[CH:17]=[C:18]([C:19]3[CH:24]=[CH:23][CH:22]=[CH:21][C:20]=3[CH3:25])[C:9]=2[C:8]1=[O:27].[CH3:37][N:38]([CH3:45])[CH:39]1[CH2:44][CH2:43][NH:42][CH2:41][CH2:40]1>>[F:1][C:2]([F:36])([F:35])[C:3]1[CH:4]=[C:5]([CH:28]=[C:29]([C:31]([F:34])([F:33])[F:32])[CH:30]=1)[CH2:6][N:7]1[CH2:14][CH2:13][CH2:12][O:11][C:10]2[N:15]=[C:16]([N:42]3[CH2:43][CH2:44][CH:39]([N:38]([CH3:45])[CH3:37])[CH2:40][CH2:41]3)[CH:17]=[C:18]([C:19]3[CH:24]=[CH:23][CH:22]=[CH:21][C:20]=3[CH3:25])[C:9]=2[C:8]1=[O:27]. The reactants are FC(C=1C=C(CN2C(C3=C(OCCC2)N=C(C=C3C3=C(C=CC=C3)C)Cl)=O)C=C(C1)C(F)(F)F)(F)F (5-[3,5-bis(trifluoromethyl)benzyl]-9-chloro-7-(2-methylphenyl)-6-oxo-2,3,4,5-tetrahydro-6H-pyrido[2,3-b][1,5]oxazocine), CN(C1CCNCC1)C (4-(dimethylamino)piperidine). Starting materials: C(#N)NC(SC)=NCCSCC1=C(N=CN1)C (N-cyano-N'-[2-((4-methyl-5-imidazolyl)methylthio)ethyl]-S-methylisothiourea), CC=1N=CNC1CSCCN (4-methyl-5-[(2-aminoethyl)thiomethyl]imidazole). The solvent is C(C)O (ethanol). Product: C(#N)NC(=NCCSCC1=C(N=CN1)C)NCC (N-cyano-N'-ethyl-N"-[2-((4-methyl-5-imidazolyl)methylthio)ethyl]guanidine). RXN SMILES: [C:1]([NH:3][C:4](=[N:7][CH2:8][CH2:9][S:10][CH2:11][C:12]1[NH:16][CH:15]=[N:14][C:13]=1[CH3:17])SC)#[N:2].[CH3:18][C:19]1[N:20]=CNC=1CSCCN>C(O)C>[C:1]([NH:3][C:4]([NH:20][CH2:19][CH3:18])=[N:7][CH2:8][CH2:9][S:10][CH2:11][C:12]1[NH:16][CH:15]=[N:14][C:13]=1[CH3:17])#[N:2]. Reported procedure: Anhydrous ethylamino (9.0 g) was added to a solution of N-cyano-N'-[2-((4-methyl-5-imidazolyl)methylthio)ethyl]-S-methylisothiourea (5.0 g), prepared from 4-methyl-5-[(2-aminoethyl)thiomethyl]imidazole by the procedure of Example 97, in ethanol. The solution was heated under reflux for 8 hours and concentrated under reduced pressure. The residue was dissolved in isopropyl alcohol, filtered, and diluted with water. The white solid obtained was recrystallised from isopropyl alcohol-ether to yield ... Starting materials: CCO, O, O, N#Cc1ccc(NCCO)c([N+](=O)[O-])c1, Cl[Sn](Cl)(Cl)Cl. Yields the product N#Cc1ccc(NCCO)c(N)c1. As a reaction SMILES: [CH3:23][CH2:24][OH:25].[OH2:16].[OH2:17].[OH:1][CH2:2][CH2:3][NH:4][c:5]1[c:6]([N+:13]([O-:14])=[O:15])[cH:7][c:8]([C:9]#[N:10])[cH:11][cH:12]1.[Sn:18]([Cl:19])([Cl:20])([Cl:21])[Cl:22]>>[OH:1][CH2:2][CH2:3][NH:4][c:5]1[c:6]([NH2:13])[cH:7][c:8]([C:9]#[N:10])[cH:11][cH:12]1. Starting materials: COc1ccc2c(OCc3nnc4ccc(C#N)cn34)ccnc2c1, [Na+], [Na+], O=C([O-])[O-], O, O=S(=O)(O)O. Yields the product COc1ccc2c(OCc3nnc4ccc(C(=O)O)cn34)ccnc2c1. Reaction SMILES: [CH3:1][O:2][c:3]1[cH:4][cH:5][c:6]2[c:7]([O:13][CH2:14][c:15]3[n:16][n:17][c:18]4[n:19]3[cH:20][c:21]([C:24]#[N:25])[cH:22][cH:23]4)[cH:8][cH:9][n:10][c:11]2[cH:12]1.[Na+:26].[Na+:27].[O-:28][C:29]([O-:30])=[O:31].[OH2:37].[S:32](=[O:33])(=[O:34])([OH:35])[OH:36]>>[CH3:1][O:2][c:3]1[cH:4][cH:5][c:6]2[c:7]([O:13][CH2:14][c:15]3[n:16][n:17][c:18]4[n:19]3[cH:20][c:21]([C:29]([OH:28])=[O:31])[cH:22][cH:23]4)[cH:8][cH:9][n:10][c:11]2[cH:12]1. Reactants: C(C)(=O)C1C(CN(C1)CC1=CC=CC=C1)C1=CC=C(C#N)C=C1 (4-((3SR,4RS)-4-acetyl-1-benzyl-pyrrolidin-3-yl)-benzonitrile), [Li+].[BH4-] (LiBH4). The solvent is CO (MeOH). Conditions: time 8 hour. The product is C(C1=CC=CC=C1)N1CC(C(C1)C(C)O)C1=CC=C(C#N)C=C1 (4-[(3SR,4RS)-1-benzyl-4-((RS)-1-hydroxy-ethyl)-pyrrolidin-3-yl]-benzonitrile). Reaction SMILES: [C:1]([CH:4]1[CH2:8][N:7]([CH2:9][C:10]2[CH:15]=[CH:14][CH:13]=[CH:12][CH:11]=2)[CH2:6][CH:5]1[C:16]1[CH:23]=[CH:22][C:19]([C:20]#[N:21])=[CH:18][CH:17]=1)(=[O:3])[CH3:2].[Li+].[BH4-]>CO>[CH2:9]([N:7]1[CH2:8][CH:4]([CH:1]([OH:3])[CH3:2])[CH:5]([C:16]2[CH:17]=[CH:18][C:19]([C:20]#[N:21])=[CH:22][CH:23]=2)[CH2:6]1)[C:10]1[CH:11]=[CH:12][CH:13]=[CH:14][CH:15]=1 |f:1.2|. Reported procedure: To a solution of 4-((3SR,4RS)-4-acetyl-1-benzyl-pyrrolidin-3-yl)-benzonitrile (IV-5) (IV-5) (6.30 g, 20.7 mmol) in MeOH (300 mL) at RT were added portion wise LiBH4 (9.49 g, 0.43 mol). Stirring was continued for overnight, and the reaction mixture was carefully quenched by addition of aq. NH4Cl, concentrated under vacuo and the product extracted with EtOAC. The combined organic phases were dried on Na2SO4 and concentrated under vacuo. The two diastereoisomeres were separated by column chromatogr... Reactants: C([O-])([O-])=O.[Na+].[Na+] (sodium carbonate), BrC1=C(N=C(S1)C(=O)OCC)C1=CC(=CC=C1)C#N (Ethyl 5-bromo-4-(3-cyanophenyl)-1,3-thiazole-2-carboxylate), ClC=1C=C(C=CC1)B(O)O ((3-chlorophenyl)boronic acid). The reagents and catalysts are C=1C=CC(=CC1)[P](C=2C=CC=CC2)(C=3C=CC=CC3)[Pd]([P](C=4C=CC=CC4)(C=5C=CC=CC5)C=6C=CC=CC6)([P](C=7C=CC=CC7)(C=8C=CC=CC8)C=9C=CC=CC9)[P](C=1C=CC=CC1)(C=1C=CC=CC1)C=1C=CC=CC1 (tetrakis(triphenylphosphine)palladium). Run in COCCOC (DME). Conditions: temperature 80 celsius, time 8 hour. Product: ClC=1C=C(C=CC1)C1=C(N=C(S1)C(=O)O)C1=CC(=CC=C1)C#N (5-(3-Chlorophenyl)-4-(3-cyanophenyl)-1,3-thiazole-2-carboxylic acid). Reaction SMILES: C(=O)([O-])[O-].[Na+].[Na+].Br[C:8]1[S:12][C:11]([C:13]([O:15]CC)=[O:14])=[N:10][C:9]=1[C:18]1[CH:23]=[CH:22][CH:21]=[C:20]([C:24]#[N:25])[CH:19]=1.[Cl:26][C:27]1[CH:28]=[C:29](B(O)O)[CH:30]=[CH:31][CH:32]=1>COCCOC.C1C=CC([P]([Pd]([P](C2C=CC=CC=2)(C2C=CC=CC=2)C2C=CC=CC=2)([P](C2C=CC=CC=2)(C2C=CC=CC=2)C2C=CC=CC=2)[P](C2C=CC=CC=2)(C2C=CC=CC=2)C2C=CC=CC=2)(C2C=CC=CC=2)C2C=CC=CC=2)=CC=1>[Cl:26][C:27]1[CH:32]=[C:31]([C:8]2[S:12][C:11]([C:13]([OH:15])=[O:14])=[N:10][C:9]=2[C:18]2[CH:23]=[CH:22][CH:21]=[C:20]([C:24]#[N:25])[CH:19]=2)[CH:30]=[CH:29][CH:28]=1 |f:0.1.2,^1:45,47,66,85|. Reported procedure: At room temperature, 2.2 ml of an aqueous 2M sodium carbonate solution and 30.8 mg (0.027 mmol) of tetrakis(triphenylphosphine)palladium are added to 300 mg (0.890 mmol) of the compound from Example 35A and 209 mg (1.34 mmol) of (3-chlorophenyl)boronic acid in 12 ml of DME, and the mixture is subsequently stirred at 80° C. overnight. The crude product is filtered through a short kieselguhr column and the filtrate is concentrated under reduced pressure. The residue is purified by preparative HPLC...